From a dataset of the Open Reaction Database (ORD), a public repository of structured organic reaction records. describe an organic reaction: reactants, conditions, products, and yield The reactants are oxime, C1(=CC=CC=C1)C1OC2=C(C(C1N1C=NC=C1)=O)C=CC=C2 ((+-)-2-phenyl-3-(1H-imidazol-1-yl)-2,3-dihydro-4H-benzopyran-4-one), Cl.NO (hydroxylamine hydrochloride), C(C)O (ethanol). Run in N1=CC=CC=C1 (pyridine). Yields the product C(C)OC(CCCCCO\N=C\1/C(C(OC2=C1C=CC=C2)C2=CC=CC=C2)N2C=NC=C2)=O ((+-)-(Z)-Ethyl-6-[[2-phenyl-3-(1H-imidazol-1-yl)-2,3-dihydro-4H-benzopyranylidene]aminoxy]hexanoate). Reaction SMILES: [C:1]1([CH:7]2[CH:12]([N:13]3[CH:17]=[CH:16][N:15]=[CH:14]3)[C:11](=O)[C:10]3[CH:19]=[CH:20][CH:21]=[CH:22][C:9]=3[O:8]2)[CH:6]=[CH:5][CH:4]=[CH:3][CH:2]=1.Cl.[NH2:24][OH:25].[CH2:26]([OH:28])[CH3:27]>N1C=CC=CC=1>[CH2:26]([O:28][C:7](=[O:8])[CH2:1][CH2:2][CH2:3][CH2:4][CH2:5][O:25]/[N:24]=[C:11]1\[CH:12]([N:13]2[CH:17]=[CH:16][N:15]=[CH:14]2)[CH:7]([C:1]2[CH:6]=[CH:5][CH:4]=[CH:3][CH:2]=2)[O:8][C:9]2[CH:22]=[CH:21][CH:20]=[CH:19][C:10]\1=2)[CH3:27] |f:1.2|. Procedure details: As an example the intermediate oxime used as starting material can be prepared as follows: (+-)-2-phenyl-3-(1H-imidazol-1-yl)-2,3-dihydro-4H-benzopyran-4-one[J. Het. Chem. 21,311,(1984)], (4 g.; 0.014 moles), is dissolved in pyridine, and hydroxylamine hydrochloride (2.4 g.; 0.034 moles) dissolved in ethanol (20 ml), is added at room temperature to the solution. Reactants: CS(C)=O, Cc1ccc(S(=O)(=O)OCC(C)(COCc2cc(C(F)(F)F)cc(C(F)(F)F)c2)c2ccccc2)cc1, N#C[K], O. Product: CC(CC#N)(COCc1cc(C(F)(F)F)cc(C(F)(F)F)c1)c1ccccc1. Reaction SMILES: [CH3:42][S:43]([CH3:44])=[O:45].[CH3:5][c:6]1[cH:7][cH:8][c:9]([S:10]([O:11][CH2:16][C:17]([CH2:18][O:19][CH2:20][c:21]2[cH:22][c:23]([C:31]([F:32])([F:33])[F:34])[cH:24][c:25]([C:27]([F:28])([F:29])[F:30])[cH:26]2)([c:35]2[cH:36][cH:37][cH:38][cH:39][cH:40]2)[CH3:41])(=[O:12])=[O:13])[cH:14][cH:15]1.[K:1][C:2]#[N:3].[OH2:4]>>[C:2](#[N:3])[CH2:16][C:17]([CH2:18][O:19][CH2:20][c:21]1[cH:22][c:23]([C:31]([F:32])([F:33])[F:34])[cH:24][c:25]([C:27]([F:28])([F:29])[F:30])[cH:26]1)([c:35]1[cH:36][cH:37][cH:38][cH:39][cH:40]1)[CH3:41]. Reactants: CC(=O)N1CCCC(=O)c2ccc(Cl)cc2C(c2ccccc2)CC1=O, Cl, C1CCOC1. Yields the product CC(=O)NCCCC(=O)c1ccc(Cl)cc1C(CC(=O)O)c1ccccc1. RXN SMILES: [C:1]([CH3:2])(=[O:3])[N:4]1[C:5](=[O:26])[CH2:6][CH:7]([c:20]2[cH:21][cH:22][cH:23][cH:24][cH:25]2)[c:8]2[c:9]([cH:15][cH:16][c:17]([Cl:19])[cH:18]2)[C:10](=[O:14])[CH2:11][CH2:12][CH2:13]1.[ClH:32].[O:27]1[CH2:28][CH2:29][CH2:30][CH2:31]1>>[C:1]([CH3:2])(=[O:3])[NH:4][CH2:13][CH2:12][CH2:11][C:10]([c:9]1[c:8]([CH:7]([CH2:6][C:5](=[O:26])[OH:27])[c:20]2[cH:21][cH:22][cH:23][cH:24][cH:25]2)[cH:18][c:17]([Cl:19])[cH:16][cH:15]1)=[O:14]. Starting materials: mixed solution, CC(=O)C (acetone), C1(=CC=CC=C1)[C@H](C)N ((S)-(−)-1-phenylethylamine). The solvent is O (water). The product is C1(=CC=CC=C1)[C@@H](C)N ((R)-(−)-1-phenylethylamine). Yield: 234.0%. RXN SMILES: CC(C)=O.[C:5]1([C@@H:11]([NH2:13])[CH3:12])[CH:10]=[CH:9][CH:8]=[CH:7][CH:6]=1>O>[C:5]1([C@H:11]([NH2:13])[CH3:12])[CH:10]=[CH:9][CH:8]=[CH:7][CH:6]=1. Procedure details: The above two crystals were combined (0.89 g), 13 ml of a mixed solution of acetone:water=8:5 was added, and stirring was carried out at 55° C. 0.47 g of (S)-(−)-1-phenylethylamine was added to this solution, and it was stirred at room temperature for 15 hours. The resulting crystals were filtered, yielding 1.10 g of (R)-(−)-1-phenylethylamine salt.